Dataset: the Open Reaction Database (ORD), a public repository of structured organic reaction records. Task: describe an organic reaction: reactants, conditions, products, and yield Starting materials: [Br-], C1COCCO1, CO, [Zn+]C1CCCC1, Clc1ncnc2[nH]ccc12. Yields the product c1nc(C2CCCC2)c2cc[nH]c2n1. Reaction SMILES: [Br-:11].[CH2:18]1[O:19][CH2:20][CH2:21][O:22][CH2:23]1.[CH3:24][OH:25].[CH:12]1([Zn+:17])[CH2:13][CH2:14][CH2:15][CH2:16]1.[Cl:1][c:2]1[c:3]2[c:4]([n:5][cH:6][n:7]1)[nH:8][cH:9][cH:10]2>>[c:2]1([CH:12]2[CH2:13][CH2:14][CH2:15][CH2:16]2)[c:3]2[c:4]([n:5][cH:6][n:7]1)[nH:8][cH:9][cH:10]2. Reactants: C(C)(C)(C)OC(=O)N1CCN(CC1)C=1C=NC(=CC1)NC=1N=CC2=C(N1)N(C(C(=C2)OCC(C)C)=O)C2CCCC2 (4-[6-(8-Cyclopentyl-6-isobutoxy-7-oxo-7,8-dihydro-pyrido[2,3-d]pyrimidin-2-ylamino)-pyridin-3-yl]-piperazine-1-carboxylic acid tert-butyl ester), C(Cl)(Cl)Cl (chloroform). Run at temperature 0 celsius, time 3 hour. Product: Cl.C1(CCCC1)N1C(C(=CC2=C1N=C(N=C2)NC2=NC=C(C=C2)N2CCNCC2)OCC(C)C)=O (8-cyclopentyl-6-isobutoxy-2-(5-piperazin-1-yl-pyridin-2-ylamino)-8H-pyrido[2,3-d]pyrimidin-7-one hydrochloride). As a reaction SMILES: C(OC([N:8]1[CH2:13][CH2:12][N:11]([C:14]2[CH:15]=[N:16][C:17]([NH:20][C:21]3[N:22]=[CH:23][C:24]4[CH:30]=[C:29]([O:31][CH2:32][CH:33]([CH3:35])[CH3:34])[C:28](=[O:36])[N:27]([CH:37]5[CH2:41][CH2:40][CH2:39][CH2:38]5)[C:25]=4[N:26]=3)=[CH:18][CH:19]=2)[CH2:10][CH2:9]1)=O)(C)(C)C.C(Cl)(Cl)[Cl:43]>>[ClH:43].[CH:37]1([N:27]2[C:25]3[N:26]=[C:21]([NH:20][C:17]4[CH:18]=[CH:19][C:14]([N:11]5[CH2:10][CH2:9][NH:8][CH2:13][CH2:12]5)=[CH:15][N:16]=4)[N:22]=[CH:23][C:24]=3[CH:30]=[C:29]([O:31][CH2:32][CH:33]([CH3:34])[CH3:35])[C:28]2=[O:36])[CH2:41][CH2:40][CH2:39][CH2:38]1 |f:2.3|. Reported procedure: 4-[6-(8-Cyclopentyl-6-isobutoxy-7-oxo-7,8-dihydro-pyrido[2,3-d]pyrimidin-2-ylamino)-pyridin-3-yl]-piperazine-1-carboxylic acid tert-butyl ester (0.067 g, 0.119 mmol) was dissolved in chloroform (5 ml), cooled to 0° C. This solution was purged with anhydrous hydrogen chloride gas and stoppered for 3 hours. Diethyl ether was added to the mixture giving a precipitate that was filtered and dried in vacuo to provide 8-cyclopentyl-6-isobutoxy-2-(5-piperazin-1-yl-pyridin-2-ylamino)-8H-pyrido[2,3-d]pyri... The reactants are CC(C)(CCC#N)CNCC(O)C(Cc1ccccc1)NC(=O)OC(C)(C)C, CCN(C(C)C)C(C)C, O=C(Cl)OCc1ccccc1, ClCCl. Yields the product CC(C)(CCC#N)CN(CC(O)C(Cc1ccccc1)NC(=O)OC(C)(C)C)C(=O)OCc1ccccc1. As a reaction SMILES: [C:1]([CH3:2])([CH3:3])([CH3:4])[O:5][C:6]([NH:7][CH:8]([CH:9]([CH2:10][NH:11][CH2:12][C:13]([CH2:14][CH2:15][C:16]#[N:17])([CH3:18])[CH3:19])[OH:20])[CH2:21][c:22]1[cH:23][cH:24][cH:25][cH:26][cH:27]1)=[O:28].[CH:29]([N:30]([CH:31]([CH3:32])[CH3:33])[CH2:34][CH3:35])([CH3:36])[CH3:37].[Cl:38][C:39](=[O:40])[O:41][CH2:42][c:43]1[cH:44][cH:45][cH:46][cH:47][cH:48]1.[Cl:49][CH2:50][Cl:51]>>[C:1]([CH3:2])([CH3:3])([CH3:4])[O:5][C:6]([NH:7][CH:8]([CH:9]([CH2:10][N:11]([CH2:12][C:13]([CH2:14][CH2:15][C:16]#[N:17])([CH3:18])[CH3:19])[C:39](=[O:40])[O:41][CH2:42][c:43]1[cH:44][cH:45][cH:46][cH:47][cH:48]1)[OH:20])[CH2:21][c:22]1[cH:23][cH:24][cH:25][cH:26][cH:27]1)=[O:28]. Starting materials: FC1=CC=C(C=C1)C=1N=C(N(C1C1=CC=C(C=C1)F)/C=C/[C@H](C[C@H](CC(=O)OC(C)(C)C)O)O)C(C)C (1,1-dimethyleth-1-yl (3R,5S,E)-7-[4,5-bis(4-fluorophenyl)-2-(1-methylethyl)-1H-imidazol-1-yl]-3,5-dihydroxy-6-heptenoate), [OH-].[Na+] (sodium hydroxide). Run in C1CCOC1 (THF). The product is FC1=CC=C(C=C1)C=1N=C(N(C1C1=CC=C(C=C1)F)/C=C/[C@H](C[C@H](CC(=O)O)O)O)C(C)C ((3R,5S,E)-7-[4,5-Bis(4-fluorophenyl)-2-(1-methylethyl)-1H-imidazol-1-yl]-3,5-dihydroxy-6-heptenoic acid). The yield is 77.3%. RXN SMILES: [F:1][C:2]1[CH:7]=[CH:6][C:5]([C:8]2[N:9]=[C:10]([CH:35]([CH3:37])[CH3:36])[N:11](/[CH:20]=[CH:21]/[C@@H:22]([OH:34])[CH2:23][C@@H:24]([OH:33])[CH2:25][C:26]([O:28]C(C)(C)C)=[O:27])[C:12]=2[C:13]2[CH:18]=[CH:17][C:16]([F:19])=[CH:15][CH:14]=2)=[CH:4][CH:3]=1.[OH-].[Na+]>C1COCC1>[F:1][C:2]1[CH:7]=[CH:6][C:5]([C:8]2[N:9]=[C:10]([CH:35]([CH3:37])[CH3:36])[N:11](/[CH:20]=[CH:21]/[C@@H:22]([OH:34])[CH2:23][C@@H:24]([OH:33])[CH2:25][C:26]([OH:28])=[O:27])[C:12]=2[C:13]2[CH:14]=[CH:15][C:16]([F:19])=[CH:17][CH:18]=2)=[CH:4][CH:3]=1 |f:1.2|. Procedure: A solution of 1,1-dimethyleth-1-yl (3R,5S,E)-7-[4,5-bis(4-fluorophenyl)-2-(1-methylethyl)-1H-imidazol-1-yl]-3,5-dihydroxy-6-heptenoate (726 mg) in redistilled THF (40 ml) was treated with 0.1M aqueous sodium hydroxide solution (14.5 ml). After 1/2 h the mixture was concentrated to ca. 10 ml and then diluted with water (50 ml). The mixture was acidified to pH2 with 2N-hydrochloric acid, brought back to pH4 with aqueous sodium hydrogen carbonate solution, ammonium sulphate added and then the mixtu... Starting materials: C12OC(CC2CCC1)=O (2-oxabicyclo[3.3.0]octan-3-one), [H-].C(C(C)C)[Al+]CC(C)C (diisobutylaluminum hydride). Solvent: C1(=CC=CC=C1)C (toluene). Yields the product C12OC(CC2CCC1)O (2-oxabicyclo-[3.3.0]octan-3(R,S)-ol). As a reaction SMILES: [CH:1]12[CH2:8][CH2:7][CH2:6][CH:5]1[CH2:4][C:3](=[O:9])[O:2]2.[H-].C([Al+]CC(C)C)C(C)C>C1(C)C=CC=CC=1>[CH:1]12[CH2:8][CH2:7][CH2:6][CH:5]1[CH2:4][CH:3]([OH:9])[O:2]2 |f:1.2|. Procedure: The compound (52) (12.1 g) was reduced with diisobutylaluminum hydride (1.5M, 65.1 ml) in toluene (500 ml) at -78° C. and the obtained crude product was subjected to silicagel column chromatography to give the titled compound (53). Yield: 11.1 g (91%). The reactants are S(=O)(=O)(C1=CC=C(C)C=C1)N\N=C\C(=O)O ((E)-2-(2-tosylhydrazono)acetic acid), ON1C(CCC1=O)=O (N-hydroxysuccinimide), C1(CCCCC1)N=C=NC1CCCCC1 (dicyclohexylcarbodiimide). Solvent: O1CCOCC1 (1,4-dioxane). Run at time 17 hour. The product is O=C1N(C(CC1)=O)OC(C=[N+]=[N-])=O (Diazoacetic acid 2,5-dioxopyrrolidin-1-yl ester). The yield is 53.9%. RXN SMILES: S([NH:11]/[N:12]=[CH:13]/[C:14]([OH:16])=[O:15])(C1C=CC(C)=CC=1)(=O)=O.O[N:18]1[C:22](=[O:23])[CH2:21][CH2:20][C:19]1=[O:24].C1(N=C=NC2CCCCC2)CCCCC1>O1CCOCC1>[O:24]=[C:19]1[CH2:20][CH2:21][C:22](=[O:23])[N:18]1[O:16][C:14](=[O:15])[CH:13]=[N+:12]=[N-:11]. Reported procedure: Under argon atmosphere, to a solution of (E)-2-(2-tosylhydrazono)acetic acid (1.42 g) in 1,4-dioxane (14 ml) were sequentially added N-hydroxysuccinimide (677 mg) and dicyclohexylcarbodiimide (1.21 g) at room temperature, and the mixture was stirred for 17 hours. This reaction mixture was filtered through Celite, and eluted with 1,4-dioxane. This filtrate was concentrated under reduced pressure, the resulting residue was purified by silica gel column chromatography (eluent: n-hexane/diethyl ethe...